From a dataset of the Open Reaction Database (ORD), a public repository of structured organic reaction records. describe an organic reaction: reactants, conditions, products, and yield Yields the product COC(=O)C(C)(CN)NC(=O)OCc1ccccc1. As a reaction SMILES: [CH2:1]([CH:2]=[CH2:3])[NH:4][CH2:5][C:6]([C:7](=[O:8])[O:9][CH3:10])([CH3:11])[NH:12][C:13](=[O:14])[O:15][CH2:16][c:17]1[cH:18][cH:19][cH:20][cH:21][cH:22]1.[Cl:100][CH2:101][Cl:102].[cH:23]1[cH:24][cH:25][c:26]([P:27]([Pd:28]([P:29]([c:30]2[cH:31][cH:32][cH:33][cH:34][cH:35]2)([c:36]2[cH:37][cH:38][cH:39][cH:40][cH:41]2)[c:42]2[cH:43][cH:44][cH:45][cH:46][cH:47]2)([P:48]([c:49]2[cH:50][cH:51][cH:52][cH:53][cH:54]2)([c:55]2[cH:56][cH:57][cH:58][cH:59][cH:60]2)[c:61]2[cH:62][cH:63][cH:64][cH:65][cH:66]2)[P:67]([c:68]2[cH:69][cH:70][cH:71][cH:72][cH:73]2)([c:74]2[cH:75][cH:76][cH:77][cH:78][cH:79]2)[c:80]2[cH:81][cH:82][cH:83][cH:84][cH:85]2)([c:86]2[cH:87][cH:88][cH:89][cH:90][cH:91]2)[c:92]2[cH:93][cH:94][cH:95][cH:96][cH:97]2)[cH:98][cH:99]1>>[NH2:4][CH2:5][C:6]([C:7](=[O:8])[O:9][CH3:10])([CH3:11])[NH:12][C:13](=[O:14])[O:15][CH2:16][c:17]1[cH:18][cH:19][cH:20][cH:21][cH:22]1. The reactants are C=CCNCC(C)(NC(=O)OCc1ccccc1)C(=O)OC, ClCCl, c1ccc(P(c2ccccc2)(c2ccccc2)[Pd](P(c2ccccc2)(c2ccccc2)c2ccccc2)(P(c2ccccc2)(c2ccccc2)c2ccccc2)P(c2ccccc2)(c2ccccc2)c2ccccc2)cc1. Starting materials: FC=1C=C(C[C@@H]2NC(O[C@@H]2[C@@H]2N(CCCC2)C(C2=CC=CC=C2)C2=CC=CC=C2)=O)C=C(C1)F ((4S,5S)-4-(3,5-difluorobenzyl)-5-((R)-1-benzhydrylpiperidin-2-yl)oxazolidin-2-one), FC=1C=C(C[C@@H]2NC(O[C@@H]2[C@@H]2N(CCOC2)C(C2=CC=CC=C2)C2=CC=CC=C2)=O)C=C(C1)F ((4S,5S)-4-(3,5-Difluorobenzyl)-5-((R)-4-benzhydrylmorpholin-3-yl)oxazolidin-2-one), FC=1C=C(C[C@H](C(=O)O)[C@H](O)[C@@H]2N(C[C@@H](C2)OCC=C)C(=O)OC(C)(C)C)C=C(C1)F ((2S,3S)-2-(3,5-difluorobenzyl)-3-((2R,4R)-4-(allyloxy)-1-(tert-butoxycarbonyl)pyrrolidin-2-yl)-3-hydroxypropanoic acid), C([O-])([O-])=O.[K+].[K+] (potassium carbonate), BrC(C1=CC=CC=C1)C1=CC=CC=C1 (bromodiphenylmethane). The solvent is C(C)#N (acetonitrile). Conditions: temperature 100 celsius, time 1.5 hour. The product is FC=1C=C(C[C@@H]2NC(O[C@@H]2[C@@H]2N(C[C@H](C2)O)C(C2=CC=CC=C2)C2=CC=CC=C2)=O)C=C(C1)F ((4S,5S)-4-(3,5-difluorobenzyl)-5-((2R,4S)-1-benzhydryl-4-hydroxypyrrolidin-2-yl)oxazolidin-2-one). Yield: 29.0%. As a reaction SMILES: FC1C=C(C=C(F)C=1)C[C@H]1[C@@H]([C@H]2CCCCN2C(C2C=CC=CC=2)C2C=CC=CC=2)OC(=O)N1.[F:35][C:36]1[CH:37]=[C:38]([CH:65]=[C:66]([F:68])[CH:67]=1)[CH2:39][C@H:40]1[C@@H:44]([C@H:45]2[CH2:50][O:49][CH2:48][CH2:47][N:46]2[CH:51]([C:58]2[CH:63]=[CH:62][CH:61]=[CH:60][CH:59]=2)[C:52]2[CH:57]=[CH:56][CH:55]=[CH:54][CH:53]=2)[O:43][C:42](=[O:64])[NH:41]1.FC1C=C(C=C(F)C=1)C[C@@H]([C@@H]([C@H]1C[C@@H](OCC=C)CN1C(OC(C)(C)C)=O)O)C(O)=O.C(=O)([O-])[O-].[K+].[K+].BrC(C1C=CC=CC=1)C1C=CC=CC=1>C(#N)C>[F:35][C:36]1[CH:37]=[C:38]([CH:65]=[C:66]([F:68])[CH:67]=1)[CH2:39][C@H:40]1[C@@H:44]([C@H:45]2[CH2:50][C@H:48]([OH:49])[CH2:47][N:46]2[CH:51]([C:52]2[CH:57]=[CH:56][CH:55]=[CH:54][CH:53]=2)[C:58]2[CH:63]=[CH:62][CH:61]=[CH:60][CH:59]=2)[O:43][C:42](=[O:64])[NH:41]1 |f:3.4.5|. Reported procedure: Step L (7): (4S,5S)-4-(3,5-Difluorobenzyl)-5-((R)-4-benzhydrylmorpholin-3-yl)oxazolidin-2-one. To a solution of (4S,5S)-4-(3,5-difluorobenzyl)-5-(morpholin-3-yl)oxazolidin-2-one (step L (6), 180 mg, 0.6 mmol) in acetonitrile (5 mL) were added potassium carbonate (248 mg, 1.8 mmol) and bromodiphenylmethane (296 mg, 1.2 mmol). This mixture was stirred at 100° C. for 1.5 h. Solvent was removed and the crude mixture was purified by silica gel Flash Chromatography (0% to 20% to 40% to 65% EtOAc/Hexan... The reactants are CC1(OCCO1)CCC#C (2-methyl-2-(3-butynyl)-1,3-dioxolane), ClCCCBr (1-chloro-3-bromo-propane), ClCCCI (1-chloro-3-iodo-propane), [NH2-].[Li+] (lithium amide), N (ammonia). Yields the product CC1(OCCO1)CCC#CCCCCl (2-methyl-2-(7-chloro-3-heptynyl)-1,3-dioxolane). As a reaction SMILES: [CH3:1][C:2]1([CH2:7][CH2:8][C:9]#[CH:10])[O:6][CH2:5][CH2:4][O:3]1.[Cl:11][CH2:12][CH2:13][CH2:14]Br.ClCCCI.[NH2-].[Li+].N>>[CH3:1][C:2]1([CH2:7][CH2:8][C:9]#[C:10][CH2:14][CH2:13][CH2:12][Cl:11])[O:6][CH2:5][CH2:4][O:3]1 |f:3.4|. Procedure details: In a preferred embodiment of the process, 2-methyl-2-(3-butynyl)-1,3-dioxolane is reacted with 1-chloro-3-bromo-propane or 1-chloro-3-iodo-propane, in the presence of lithium amide in liquid ammonia to obtain 2-methyl-2-(7-chloro-3-heptynyl)-1,3-dioxolane. Conversion of the latter to the nitrile, 2-methyl-2-(7-cyano-3-heptynyl)-1,3-dioxolane, is accomplished by reaction with sodium cyanide in ethanol under reflux. The nitrile is then hydrolyzed in sodium hydroxide to obtain the desired 9-oxo-5-d... Reactants: CCN(C(C)C)C(C)C (DIPEA), C(C=C)N(C(=O)Cl)CC=C (N,N-di-2-propen-1-yl-carbamic chloride), FC=1C=CC(=NC1)NN ((5-fluoro-pyridin-2-yl)-hydrazine). The solvent is C(Cl)Cl (DCM), CO (MeOH). Reaction conditions: time 18 hour. Product: FC=1C=CC(=NC1)NNC(=O)N(CC=C)CC=C (2-(5-Fluoropyridin-2-yl)-N,N-di(prop-2-en-1-yl)hydrazinecarboxamide). Isolated yield 46.0%. RXN SMILES: [F:1][C:2]1[CH:3]=[CH:4][C:5]([NH:8][NH2:9])=[N:6][CH:7]=1.CCN(C(C)C)C(C)C.[CH2:19]([N:22]([CH2:26][CH:27]=[CH2:28])[C:23](Cl)=[O:24])[CH:20]=[CH2:21]>C(Cl)Cl.CO>[F:1][C:2]1[CH:3]=[CH:4][C:5]([NH:8][NH:9][C:23]([N:22]([CH2:26][CH:27]=[CH2:28])[CH2:19][CH:20]=[CH2:21])=[O:24])=[N:6][CH:7]=1. Reported procedure: To a solution of (5-fluoro-pyridin-2-yl)-hydrazine (for reference procedure see WO 2010/022076, which is incorporated herein by reference in its entirety; 2.54 g, 20.0 mmol) in DCM (150 mL) and DIPEA (3.87 g, 30.0 mmol) was added N,N-di-2-propen-1-yl-carbamic chloride (for reference procedure see for example Tetrahedron 1996, 52, 13739-13750, which is incorporated herein by reference in its entirety; 4.13 g, 26.0 mmol) and the reaction mixture was stirred at RT for 18 h. The reaction mixture was... Reactants: NN (hydrazine), CN(C(=S)Cl)C1=CC=CC=C1 (N-methyl-N-phenylthiocarbamyl chloride). Solvent: CCOCC (ether). The product is CN(C(=S)NN)C1=CC=CC=C1 (N-Methyl-N-phenylhydrazinethiocarboxamide). Isolated yield 44.2%. Reaction SMILES: [NH2:1][NH2:2].[CH3:3][N:4]([C:8]1[CH:13]=[CH:12][CH:11]=[CH:10][CH:9]=1)[C:5](Cl)=[S:6]>CCOCC>[CH3:3][N:4]([C:8]1[CH:13]=[CH:12][CH:11]=[CH:10][CH:9]=1)[C:5]([NH:1][NH2:2])=[S:6]. Reported procedure: To a solution of 7.7 g (0.24 m) anhydrous hydrazine in 200 ml of dry ether, N-methyl-N-phenylthiocarbamyl chloride 20.4 g (0.11 m) was added below 5° C. with stirring. The mixture was stirred and allowed to warm to room temperature. The mixture was filtered and the residue resuspended in ~100 ml water and stirred. Filtration gave 8.8 g of the desired product as whitish powder, m.p. 121°-22°.